This data is from the Open Reaction Database (ORD), a public repository of structured organic reaction records. The task is: describe an organic reaction: reactants, conditions, products, and yield Reactants: C1(CC1)N(C(=O)[C@H]1CN(CCO1)C(=O)OC(C)(C)C)[C@H](C)C1=CC=C2C(=NN(C2=C1)CCCOC)C (tert-butyl (2R)-2-[(cyclopropyl{(1R)-1-[1-(3-methoxypropyl)-3-methyl-1H-indazol-6-yl]ethyl}amino)carbonyl]morpholine-4-carboxylate), Cl.O1CCOCC1 (hydrogen chloride dioxane). Solvent: C(Cl)(Cl)Cl (chloroform). Reaction conditions: time 20 hour. The product is Cl.C1(CC1)N(C(=O)[C@H]1CNCCO1)[C@H](C)C1=CC=C2C(=NN(C2=C1)CCCOC)C ((2R)-N-cyclopropyl-N-{(1R)-1-[1-(3-methoxypropyl)-3-methyl-1H-indazol-6-yl]ethyl}morpholine-2-carboxamide hydrochloride). As a reaction SMILES: [CH:1]1([N:4]([C@@H:20]([C:22]2[CH:30]=[C:29]3[C:25]([C:26]([CH3:36])=[N:27][N:28]3[CH2:31][CH2:32][CH2:33][O:34][CH3:35])=[CH:24][CH:23]=2)[CH3:21])[C:5]([C@@H:7]2[O:12][CH2:11][CH2:10][N:9](C(OC(C)(C)C)=O)[CH2:8]2)=[O:6])[CH2:3][CH2:2]1.[ClH:37].O1CCOCC1>C(Cl)(Cl)Cl>[ClH:37].[CH:1]1([N:4]([C@@H:20]([C:22]2[CH:30]=[C:29]3[C:25]([C:26]([CH3:36])=[N:27][N:28]3[CH2:31][CH2:32][CH2:33][O:34][CH3:35])=[CH:24][CH:23]=2)[CH3:21])[C:5]([C@@H:7]2[O:12][CH2:11][CH2:10][NH:9][CH2:8]2)=[O:6])[CH2:3][CH2:2]1 |f:1.2,4.5|. Procedure: To a solution of tert-butyl (2R)-2-[(cyclopropyl{(1R)-1-[1-(3-methoxypropyl)-3-methyl-1H-indazol-6-yl]ethyl}amino)carbonyl]morpholine-4-carboxylate (44.4 mg) in chloroform (2.0 mL) was added 4-normal hydrogen chloride-dioxane solution (0.75 mL) under ice-cooling, and the mixture was stirred at room temperature for 20 hours. The reaction solution was concentrated under reduced pressure, and the resulting residue was dissolved in water (1 mL), and then washed with diethyl ether. The aqueous layer ... Reactants: [Al+3], CCOC(=O)c1cn(Cc2ccc(OCc3ccccc3)cc2)nc1-c1ccc(F)cc1, CCCCCC, [H-], [H-], [H-], [H-], [Li+], [Na+], [Na+], C1CCOC1, O, O, O, O, O, O, O, O, O, O, O=S(=O)([O-])[O-]. Product: OCc1cn(Cc2ccc(OCc3ccccc3)cc2)nc1-c1ccc(F)cc1. Reaction SMILES: [Al+3:2].[CH2:7]([c:8]1[cH:9][cH:10][cH:11][cH:12][cH:13]1)[O:14][c:15]1[cH:16][cH:17][c:18]([CH2:19][n:20]2[n:21][c:22](-[c:30]3[cH:31][cH:32][c:33]([F:36])[cH:34][cH:35]3)[c:23]([C:25](=[O:26])[O:27][CH2:28][CH3:29])[cH:24]2)[cH:37][cH:38]1.[CH3:56][CH2:57][CH2:58][CH2:59][CH2:60][CH3:61].[H-:1].[H-:4].[H-:5].[H-:6].[Li+:3].[Na+:54].[Na+:55].[O:62]1[CH2:63][CH2:64][CH2:65][CH2:66]1.[OH2:39].[OH2:40].[OH2:41].[OH2:42].[OH2:43].[OH2:44].[OH2:45].[OH2:46].[OH2:47].[OH2:48].[S:49]([O-:50])([O-:51])(=[O:52])=[O:53]>>[CH2:7]([c:8]1[cH:9][cH:10][cH:11][cH:12][cH:13]1)[O:14][c:15]1[cH:16][cH:17][c:18]([CH2:19][n:20]2[n:21][c:22](-[c:30]3[cH:31][cH:32][c:33]([F:36])[cH:34][cH:35]3)[c:23]([CH2:25][OH:26])[cH:24]2)[cH:37][cH:38]1. Reactants: CCOC(C)=O, CC(C)N=C=S, Nc1c(Br)cc(Br)cc1S(N)(=O)=O. Product: CC(C)NC1=NS(=O)(=O)c2cc(Br)cc(Br)c2N1. As a reaction SMILES: [CH3:20][CH2:21][O:22][C:23](=[O:24])[CH3:25].[CH:14]([CH3:15])([CH3:16])[N:17]=[C:18]=[S:19].[NH2:1][c:2]1[c:3]([S:10](=[O:11])(=[O:12])[NH2:13])[cH:4][c:5]([Br:9])[cH:6][c:7]1[Br:8]>>[NH:1]1[c:2]2[c:3]([cH:4][c:5]([Br:9])[cH:6][c:7]2[Br:8])[S:10](=[O:11])(=[O:12])[N:13]=[C:18]1[NH:17][CH:14]([CH3:15])[CH3:16]. Reactants: ClC=1C=CC2=C(C(=C(O2)C2=CC=C(C=C2)F)I)C1F (5-chloro-4-fluoro-2-(4-fluorophenyl)-3-iodobenzofuran), two, N1(CCCCC1)C=O (1-Piperidinecarboxaldehyde), C(CCC)[Li] (n-butyllithium). Solvent: C1CCOC1 (THF). Run at temperature 78 celsius, time 1 hour. Yields the product ClC=1C=CC2=C(C(=C(O2)C2=CC=C(C=C2)F)C=O)C1F (5-chloro-4-fluoro-2-(4-fluorophenyl)benzofuran-3-carbaldehyde). The yield is 80.1%. As a reaction SMILES: [Cl:1][C:2]1[CH:3]=[CH:4][C:5]2[O:9][C:8]([C:10]3[CH:15]=[CH:14][C:13]([F:16])=[CH:12][CH:11]=3)=[C:7](I)[C:6]=2[C:18]=1[F:19].C([Li])CCC.N1([CH:31]=[O:32])CCCCC1>C1COCC1>[Cl:1][C:2]1[CH:3]=[CH:4][C:5]2[O:9][C:8]([C:10]3[CH:15]=[CH:14][C:13]([F:16])=[CH:12][CH:11]=3)=[C:7]([CH:31]=[O:32])[C:6]=2[C:18]=1[F:19]. Reported procedure: To a mixture of 5-chloro-4-fluoro-2-(4-fluorophenyl)-3-iodobenzofuran (2.0 g, 5.12 mmol) in THF (15 ml) under a N2 atmosphere in a 50 ml two necked RB flask cooled to 78° C. was added n-butyllithium (0.328 g, 5.12 mmol) slowly, and the mixture stirred at the same temperature for 1 hour. 1-Piperidinecarboxaldehyde (5.79 g, 51.2 mmol) was then added and the mixture was maintained stirring at the same temperature for 3 hours. The reaction mixture was quenched with 1N HCl and extracted with diethyl ... The reactants are ClC1=C(CCl)C=CC(=C1)Cl (2,4-dichlorobenzyl chloride), C(CCC)S(=O)(=O)NC(C1=CC(=C(C=C1)[N+](=O)[O-])N)=O (N-1-butanesulfonyl-3-amino-4-nitrobenzamide), [I-].[Na+] (sodium iodide), C([O-])([O-])=O.[K+].[K+] (potassium carbonate), ClC1=C(CCl)C=CC(=C1)Cl (2,4-dichlorobenzyl chloride). The solvent is C(C)(=O)OCC (ethyl acetate), CO (methanol). Conditions: temperature 60 celsius, time 24 hour. Product: C(CCC)S(=O)(=O)NC(C1=CC(=C(C=C1)[N+](=O)[O-])NCC1=C(C=C(C=C1)Cl)Cl)=O (N-1-butanesulfonyl-3-(2,4-dichlorobenzylamino)-4-nitrobenzamide). Yield: 52.7%. RXN SMILES: [CH2:1]([S:5]([NH:8][C:9](=[O:20])[C:10]1[CH:15]=[CH:14][C:13]([N+:16]([O-:18])=[O:17])=[C:12]([NH2:19])[CH:11]=1)(=[O:7])=[O:6])[CH2:2][CH2:3][CH3:4].[I-].[Na+].C(=O)([O-])[O-].[K+].[K+].[Cl:29][C:30]1[CH:37]=[C:36]([Cl:38])[CH:35]=[CH:34][C:31]=1[CH2:32]Cl>C(OCC)(=O)C.CO>[CH2:1]([S:5]([NH:8][C:9](=[O:20])[C:10]1[CH:15]=[CH:14][C:13]([N+:16]([O-:18])=[O:17])=[C:12]([NH:19][CH2:32][C:31]2[CH:34]=[CH:35][C:36]([Cl:38])=[CH:37][C:30]=2[Cl:29])[CH:11]=1)(=[O:7])=[O:6])[CH2:2][CH2:3][CH3:4] |f:1.2,3.4.5|. Procedure: A solution containing 1.10 g of N-1-butanesulfonyl-3-amino-4-nitrobenzamide, 0.273 g of sodium iodide, 1.54 g of potassium carbonate, 2.17 g of 2,4-dichlorobenzyl chloride and 10 ml of methanol was stirred at 60° C. for 24 hours. Further, 2.00 g of 2,4-dichlorobenzyl chloride were added thereto, and the mixture was heated at 60° C. for 36 hours. To the reaction solution were added ethyl acetate and a saturated aqueous solution of sodium hydrogencarbonate, and N-1-butanesulfonyl-3-(2,4-dichlorobe... The reactants are O=C([C@H](CCC)NC(OC(C)(C)C)=O)C1=CC=CC=C1 ((S)-tert-butyl 1-oxo-1-phenylpentan-2-ylcarbamate), CON(C([C@H](CC)NC(OC(C)(C)C)=O)=O)C ((S)-tert-butyl 1-(methoxy(methyl)amino)-1-oxobutan-2-ylcarbamate). Product: O=C([C@H](CC)NC(OC(C)(C)C)=O)C1=CC=CC=C1 ((S)-tert-butyl 1-oxo-1-phenylbutan-2-ylcarbamate). Reaction SMILES: [O:1]=[C:2]([C:15]1[CH:20]=[CH:19][CH:18]=[CH:17][CH:16]=1)[C@@H:3]([NH:7][C:8](=[O:14])[O:9][C:10]([CH3:13])([CH3:12])[CH3:11])[CH2:4][CH2:5]C.CON(C)C(=O)[C@@H](NC(=O)OC(C)(C)C)CC>>[O:1]=[C:2]([C:15]1[CH:16]=[CH:17][CH:18]=[CH:19][CH:20]=1)[C@@H:3]([NH:7][C:8](=[O:14])[O:9][C:10]([CH3:12])([CH3:13])[CH3:11])[CH2:4][CH3:5]. Procedure details: was synthesised in the same way as (91c) from (S)-tert-butyl 1-(methoxy(methyl)amino)-1-oxobutan-2-ylcarbamate (95d, 250 mg, 1.02 mmol).